From a dataset of the Open Reaction Database (ORD), a public repository of structured organic reaction records. describe an organic reaction: reactants, conditions, products, and yield The reactants are COc1ccc(C(=O)CN2CCNCC2)cc1, O=C(CCl)NCc1ccccc1, Cl, Cl, [K+], [K+], O=C([O-])[O-], CN(C)C=O. Product: COc1ccc(C(=O)CN2CCN(CC(=O)NCc3ccccc3)CC2)cc1, Cl, Cl. RXN SMILES: [CH3:15][O:16][c:17]1[cH:18][cH:19][c:20]([C:21]([CH2:22][N:23]2[CH2:24][CH2:25][NH:26][CH2:27][CH2:28]2)=[O:29])[cH:30][cH:31]1.[Cl:1][CH2:2][C:3](=[O:4])[NH:5][CH2:6][c:7]1[cH:8][cH:9][cH:10][cH:11][cH:12]1.[ClH:13].[ClH:14].[K+:32].[K+:33].[O-:34][C:35]([O-:36])=[O:37].[O:38]=[CH:39][N:40]([CH3:41])[CH3:42]>>[CH2:2]([C:3](=[O:4])[NH:5][CH2:6][c:7]1[cH:8][cH:9][cH:10][cH:11][cH:12]1)[N:26]1[CH2:25][CH2:24][N:23]([CH2:22][C:21]([c:20]2[cH:19][cH:18][c:17]([O:16][CH3:15])[cH:31][cH:30]2)=[O:29])[CH2:28][CH2:27]1.[ClH:13].[ClH:1]. Reported procedure: Into a vial was added 4-[(5-{4-methoxy-3-[(3R)-tetrahydrofuran-3-yloxy]phenyl}-1H-pyrazol-1-yl)methyl]benzoic acid (50.0 mg, 0.127 mmol), N-(3-dimethylaminopropyl)-N′-ethylcarbodiimide hydrochloride (30.2 mg, 0.158 mmol), 4-dimethylaminopyridine (19.3 mg, 0.158 mmol), 4-methoxybenzenesulphonamide (29.5 mg, 0.158 mmol) and 2 mL of methylene chloride. The reaction was stirred overnight at room temperature, poured into 10 mL of water and 10 mL of ethyl acetate and the pH of the aqueous layer was ad... Solvent: C(C)(=O)OCC (ethyl acetate), O (water), C(Cl)Cl (methylene chloride). Run at time 8 hour. Reactants: COC1=C(C=C(C=C1)C1=CC=NN1CC1=CC=C(C(=O)O)C=C1)O[C@H]1COCC1 (4-[(5-{4-methoxy-3-[(3R)-tetrahydrofuran-3-yloxy]phenyl}-1H-pyrazol-1-yl)methyl]benzoic acid), Cl.CN(CCCN=C=NCC)C (N-(3-dimethylaminopropyl)-N′-ethylcarbodiimide hydrochloride), COC1=CC=C(C=C1)S(=O)(=O)N (4-methoxybenzenesulphonamide), C(=O)(O)[O-].[Na+] (NaHCO3). The product is COC1=CC=C(C=C1)S(=O)(=O)NC(C1=CC=C(C=C1)CN1N=CC=C1C1=CC(=C(C=C1)OC)O[C@H]1COCC1)=O (N-[(4-methoxyphenyl)sulfonyl]-4-[(5-{4-methoxy-3-[(3R)-tetrahydrofuran-3-yloxy]phenyl}-1H-pyrazol-1-yl)methyl]benzamide). The yield is 74.0%. Reagents/catalysts: CN(C1=CC=NC=C1)C (4-dimethylaminopyridine). As a reaction SMILES: [CH3:1][O:2][C:3]1[CH:8]=[CH:7][C:6]([C:9]2[N:13]([CH2:14][C:15]3[CH:23]=[CH:22][C:18]([C:19](O)=[O:20])=[CH:17][CH:16]=3)[N:12]=[CH:11][CH:10]=2)=[CH:5][C:4]=1[O:24][C@@H:25]1[CH2:29][CH2:28][O:27][CH2:26]1.Cl.CN(C)CCCN=C=NCC.[CH3:42][O:43][C:44]1[CH:49]=[CH:48][C:47]([S:50]([NH2:53])(=[O:52])=[O:51])=[CH:46][CH:45]=1.C([O-])(O)=O.[Na+]>CN(C)C1C=CN=CC=1.C(OCC)(=O)C.O.C(Cl)Cl>[CH3:42][O:43][C:44]1[CH:45]=[CH:46][C:47]([S:50]([NH:53][C:19](=[O:20])[C:18]2[CH:17]=[CH:16][C:15]([CH2:14][N:13]3[C:9]([C:6]4[CH:7]=[CH:8][C:3]([O:2][CH3:1])=[C:4]([O:24][C@@H:25]5[CH2:29][CH2:28][O:27][CH2:26]5)[CH:5]=4)=[CH:10][CH:11]=[N:12]3)=[CH:23][CH:22]=2)(=[O:52])=[O:51])=[CH:48][CH:49]=1 |f:1.2,4.5|. The reactants are CCOC(=O)c1nc(C#N)c2c(c(Br)cn2Cc2ccccc2)c1OC(C)=O, C[Sn](C)(C)C, Cl[Pd]Cl, c1ccc(P(c2ccccc2)c2ccccc2)cc1, c1ccc(P(c2ccccc2)c2ccccc2)cc1. The product is CCOC(=O)c1nc(C#N)c2c(c(C)cn2Cc2ccccc2)c1OC(C)=O. Reaction SMILES: [CH2:1]([CH3:2])[O:3][C:4](=[O:5])[c:6]1[c:7]([O:25][C:26]([CH3:27])=[O:28])[c:8]2[c:9]([c:10]([C:12]#[N:13])[n:11]1)[n:14]([CH2:18][c:19]1[cH:20][cH:21][cH:22][cH:23][cH:24]1)[cH:15][c:16]2[Br:17].[CH3:29][Sn:30]([CH3:31])([CH3:32])[CH3:33].[Pd:34]([Cl:35])[Cl:36].[c:37]1([P:38]([c:39]2[cH:40][cH:41][cH:42][cH:43][cH:44]2)[c:45]2[cH:46][cH:47][cH:48][cH:49][cH:50]2)[cH:51][cH:52][cH:53][cH:54][cH:55]1.[c:56]1([P:57]([c:58]2[cH:59][cH:60][cH:61][cH:62][cH:63]2)[c:64]2[cH:65][cH:66][cH:67][cH:68][cH:69]2)[cH:70][cH:71][cH:72][cH:73][cH:74]1>>[CH2:1]([CH3:2])[O:3][C:4](=[O:5])[c:6]1[c:7]([O:25][C:26]([CH3:27])=[O:28])[c:8]2[c:9]([c:10]([C:12]#[N:13])[n:11]1)[n:14]([CH2:18][c:19]1[cH:20][cH:21][cH:22][cH:23][cH:24]1)[cH:15][c:16]2[CH3:29]. Starting materials: CC(C)(C)OC(=O)Nc1cc(N2CCSCC2)c(I)cc1[N+](=O)[O-], C#Cc1ccccc1. Yields the product CC(C)(C)OC(=O)Nc1cc(N2CCSCC2)c(C#Cc2ccccc2)cc1[N+](=O)[O-]. Reaction SMILES: [C:1]([CH3:2])([CH3:3])([CH3:4])[O:5][C:6]([NH:7][c:8]1[c:9]([N+:21](=[O:22])[O-:23])[cH:10][c:11]([I:20])[c:12]([N:14]2[CH2:15][CH2:16][S:17][CH2:18][CH2:19]2)[cH:13]1)=[O:24].[c:25]1([C:31]#[CH:32])[cH:26][cH:27][cH:28][cH:29][cH:30]1>>[C:1]([CH3:2])([CH3:3])([CH3:4])[O:5][C:6]([NH:7][c:8]1[c:9]([N+:21](=[O:22])[O-:23])[cH:10][c:11]([C:32]#[C:31][c:25]2[cH:26][cH:27][cH:28][cH:29][cH:30]2)[c:12]([N:14]2[CH2:15][CH2:16][S:17][CH2:18][CH2:19]2)[cH:13]1)=[O:24]. The reactants are C(C1=CC=CC=C1)OC1=CC(N(C=C1)CC(=O)C1=CC=C(C=C1)CO)=O (4-Benzyloxy-1-[2-(4-hydroxymethyl-phenyl)-2-oxo-ethyl]-1H-pyridin-2-one), C(C1=CC=CC=C1)OC1=CC(NN=C1)=O (5-Benzyloxy-2H-pyridazin-3-one), ClCC(=O)C1=CC=C2CCN(CC2=C1)C(C(F)(F)F)=O (1-[7-(2-chloro-acetyl)-3,4-dihydro-1H-isoquinolin-2-yl]-2,2,2-trifluoro-ethanone). Yields the product C(C1=CC=CC=C1)OC1=CC(N(N=C1)CC(C1=CC=C2CCN(CC2=C1)C(C(F)(F)F)=O)=O)=O (5-Benzyloxy-2-{2-oxo-2-[2-(2,2,2-trifluoro-acetyl)-1,2,3,4-tetrahydro-isoquinolin-7-yl]-ethyl}-2H-pyridazin-3-one). RXN SMILES: C(OC1C=CN(CC(C2C=CC(CO)=CC=2)=O)C(=O)C=1)C1C=CC=CC=1.[CH2:27]([O:34][C:35]1[CH:40]=[N:39][NH:38][C:37](=[O:41])[CH:36]=1)[C:28]1[CH:33]=[CH:32][CH:31]=[CH:30][CH:29]=1.Cl[CH2:43][C:44]([C:46]1[CH:55]=[C:54]2[C:49]([CH2:50][CH2:51][N:52]([C:56](=[O:61])[C:57]([F:60])([F:59])[F:58])[CH2:53]2)=[CH:48][CH:47]=1)=[O:45]>>[CH2:27]([O:34][C:35]1[CH:40]=[N:39][N:38]([CH2:43][C:44](=[O:45])[C:46]2[CH:55]=[C:54]3[C:49]([CH2:50][CH2:51][N:52]([C:56](=[O:61])[C:57]([F:60])([F:58])[F:59])[CH2:53]3)=[CH:48][CH:47]=2)[C:37](=[O:41])[CH:36]=1)[C:28]1[CH:33]=[CH:32][CH:31]=[CH:30][CH:29]=1. Procedure details: 5-Benzyloxy-2-{2-oxo-2-[2-(2,2,2-trifluoro-acetyl)-1,2,3,4-tetrahydro-isoquinolin-7-yl]-ethyl}-2H-pyridazin-3-one is prepared following preparation 15b (DMSO as solvent; purification via HPLC) from 3.00 g (14.8 mmol) 5-benzyloxy-2H-pyridazin-3-one (preparation 5c) and 4.54 g (14.8 mmol) 1-[7-(2-chloro-acetyl)-3,4-dihydro-1H-isoquinolin-2-yl]-2,2,2-trifluoro-ethanone. Reactants: Nc1nc(Cl)cc(-c2ccncc2)n1, Cl, Cn1ccc2c(Nc3ccc(N)cc3F)ccnc21, [Na+], [OH-], O. Product: Cn1ccc2c(Nc3ccc(Nc4cc(-c5ccncc5)nc(N)n4)cc3F)ccnc21. As a reaction SMILES: [Cl:20][c:21]1[n:22][c:23]([NH2:33])[n:24][c:25](-[c:27]2[cH:28][cH:29][n:30][cH:31][cH:32]2)[cH:26]1.[ClH:34].[F:1][c:2]1[c:3]([NH:9][c:10]2[c:11]3[c:12]([n:13][cH:14][cH:15]2)[n:16]([CH3:19])[cH:17][cH:18]3)[cH:4][cH:5][c:6]([NH2:8])[cH:7]1.[Na+:36].[OH-:35].[OH2:37]>>[F:1][c:2]1[c:3]([NH:9][c:10]2[c:11]3[c:12]([n:13][cH:14][cH:15]2)[n:16]([CH3:19])[cH:17][cH:18]3)[cH:4][cH:5][c:6]([NH:8][c:21]2[n:22][c:23]([NH2:33])[n:24][c:25](-[c:27]3[cH:28][cH:29][n:30][cH:31][cH:32]3)[cH:26]2)[cH:7]1.